From a dataset of the Open Reaction Database (ORD), a public repository of structured organic reaction records. describe an organic reaction: reactants, conditions, products, and yield The reactants are ice water, C([O-])([O-])=O.[K+].[K+] (potassium carbonate), CN(C(=O)Cl)C (dimethylcarbamyl chloride), Cl.C(CC1=CC=CC=C1)SC1=C(C=C(C=C1)N)Cl (2-chloro-4-aminophenyl phenethyl sulfide hydrochloride), precipitate. Solvent: CN(C)C=O (DMF). Run at temperature 60 celsius. The product is CN(C(=O)NC1=CC(=C(C=C1)SCCC1=CC=CC=C1)Cl)C (1,1-dimethyl-3-[3-chloro-4-(phenethylthio)phenyl]urea). RXN SMILES: C(=O)([O-])[O-].[K+].[K+].[CH3:7][N:8]([CH3:12])[C:9](Cl)=[O:10].Cl.[CH2:14]([S:22][C:23]1[CH:28]=[CH:27][C:26]([NH2:29])=[CH:25][C:24]=1[Cl:30])[CH2:15][C:16]1[CH:21]=[CH:20][CH:19]=[CH:18][CH:17]=1>CN(C=O)C>[CH3:7][N:8]([CH3:12])[C:9]([NH:29][C:26]1[CH:27]=[CH:28][C:23]([S:22][CH2:14][CH2:15][C:16]2[CH:17]=[CH:18][CH:19]=[CH:20][CH:21]=2)=[C:24]([Cl:30])[CH:25]=1)=[O:10] |f:0.1.2,4.5|. Reported procedure: Anhydrous potassium carbonate (10 g) and dimethylcarbamyl chloride (4.0 g; 0.037 mol) are added to a solution of 2-chloro-4-aminophenyl phenethyl sulfide hydrochloride (3.0 g; 0.01 mol) in dry DMF (75 ml) at 25° C. The reaction mixture is heated at 60° C. for 15 hours and then poured into ice water (500 ml). The precipitate (74%) of title product, a white solid, m.p. 133°-134° C. Starting materials: NCC=1C(=NC(=C(C1)F)NC1=NNC(=C1)C1CC1)N[C@@H](CO)C1=CC=C(C=C1)F ((R)-2-(3-(Aminomethyl)-6-(5-cyclopropyl-1H-pyrazol-3-ylamino)-5-fluoropyridin-2-ylamino)-2-(4-fluorophenyl)ethanol), C(C)(=O)O (acetic acid). The solvent is C1CCOC1.C(Cl)Cl (THF DCM). Run at temperature 0 celsius, time 45 minute. Yields the product C1(CC1)C1=CC(=NN1)NC1=C(C=C(C(=N1)N[C@@H](CO)C1=CC=C(C=C1)F)CNC(C)=O)F ((R)—N-((6-(5-Cyclopropyl-1H-pyrazol-3-ylamino)-5-fluoro-2-(1-(4-fluorophenyl)-2-hydroxyethylamino)pyridin-3-yl)methyl)acetamide). The yield is 48.0%. RXN SMILES: [NH2:1][CH2:2][C:3]1[C:4]([NH:19][C@H:20]([C:23]2[CH:28]=[CH:27][C:26]([F:29])=[CH:25][CH:24]=2)[CH2:21][OH:22])=[N:5][C:6]([NH:10][C:11]2[CH:15]=[C:14]([CH:16]3[CH2:18][CH2:17]3)[NH:13][N:12]=2)=[C:7]([F:9])[CH:8]=1.[C:30](O)(=[O:32])[CH3:31]>C1COCC1.C(Cl)Cl>[CH:16]1([C:14]2[NH:13][N:12]=[C:11]([NH:10][C:6]3[N:5]=[C:4]([NH:19][C@H:20]([C:23]4[CH:24]=[CH:25][C:26]([F:29])=[CH:27][CH:28]=4)[CH2:21][OH:22])[C:3]([CH2:2][NH:1][C:30](=[O:32])[CH3:31])=[CH:8][C:7]=3[F:9])[CH:15]=2)[CH2:18][CH2:17]1 |f:2.3|. Reported procedure: (R)-2-(3-(Aminomethyl)-6-(5-cyclopropyl-1H-pyrazol-3-ylamino)-5-fluoropyridin-2-ylamino)-2-(4-fluorophenyl)ethanol (Example 8; 0.034 g, 0.085 mmol) and acetic acid loaded TFP resin (1.4 mmol/g loading, 0.085 mmol) were placed in a THF-DCM solution (1:1, 3 ml) at 0° C. The resulting suspension was shaken vigorously at 0° C. for 45 min. The reaction was filtered and the resulting resin was washed with a THF-DCM solution (1:1, 3×5 ml for 30 min. each). The resulting organic layers were combined and... The reactants are C=O (formalin), S(O)(O)(=O)=O (sulfuric acid), CO (methanol), C(C(C)C)=O (isobutyraldehyde), [C-]#N.[Na+] (NaCN). Conditions: time 20 minute. Product: CC1(COC(=O)C1O)C (pantolactone). Isolated yield 76.0%. RXN SMILES: [CH2:1]=[O:2].[CH:3](=[O:7])[CH:4]([CH3:6])[CH3:5].[C-]#N.[Na+].S(=O)(=O)(O)O.[CH3:16][OH:17]>>[CH3:5][C:4]1([CH3:6])[CH:3]([OH:7])[C:16](=[O:17])[O:2][CH2:1]1 |f:2.3|. Procedure details: The same apparatus and process was used as in Example 1 except as follows: The starting product comprised 5.45 l/hr. of formalin (30%), 5.35 l/hr. of isobutyraldehyde, 2.35 l/hr. of methanol, 9.25 l/hr. of NaCN solution and 12 l/hr. of sulfuric acid (46%). The latter was used in the hydrolysis step. The residence time in the circulation reactor was 20 min. The temperature in the same reactor was 5° C. The time for the aftertreatment reaction was 40 min. The temperature in the tubular reactor was... The reactants are ClC=1N=C2C(C(NC2=CC1)=O)C(C1=CC=CS1)=O (5-chloro-3-(2-thenoyl)-4-azaoxindole), C(C)#N (acetonitrile), ClS(=O)(=O)NC=O (N-chlorosulfonyl carboxamide), ClC=1N=C2C(C(NC2=CC1)=O)C(C1=CC=CS1)=O (5-chloro-3-(2-thenoyl)-4-azaoxindole), C(=NS(=O)(=O)Cl)=O (N-chlorosulfonyl isocyanate). Solvent: CS(=O)C (DMSO). Product: ClC=1N=C2C(C(N(C2=CC1)C(=O)N)=O)C(C1=CC=CS1)=O (5-Chloro-3-(2-thenoyl)-4-azaoxindole-1-carboxamide). Reaction SMILES: [Cl:1][C:2]1[N:3]=[C:4]2[C:8](=[CH:9][CH:10]=1)[NH:7][C:6](=[O:11])[CH:5]2[C:12](=[O:18])[C:13]1[S:17][CH:16]=[CH:15][CH:14]=1.[C:19](=[O:25])=[N:20]S(Cl)(=O)=O.C(#N)C.ClS(NC=O)(=O)=O>CS(C)=O>[Cl:1][C:2]1[N:3]=[C:4]2[C:8](=[CH:9][CH:10]=1)[N:7]([C:19]([NH2:20])=[O:25])[C:6](=[O:11])[CH:5]2[C:12](=[O:18])[C:13]1[S:17][CH:16]=[CH:15][CH:14]=1. Reported procedure: The title compound was prepared from 5-chloro-3-(2-thenoyl)-4-azaoxindole (Example 1B), according to the procedure of Example 2C, using 5-chloro-3-(2-thenoyl)-4-azaoxindole (500 mg, 1.79 mmol), N-chlorosulfonyl isocyanate (0.18 mL, 2.15 mmol), and acetonitrile (15 mL). The crude N-chlorosulfonyl carboxamide was hydrolyzed by stirring in DMSO (1.5 mL) for 1 hour in a flask open to the air. The product was precipitated by addition of water and the precipitate was collected by filtration, and recry... The reactants are CSC=1SC2=NC=CC=C2N1 (2-(methylthio)thiazolo[5,4-b]pyridine), NCCN1CCC(CC1)NC1=NC2=C(N1CC1=CC=C(C=C1)F)C=CC=C2 (N-[1-(2-aminoethyl)-4-piperidinyl]-1-[(4-fluorophenyl)methyl]-1H-benzimidazol-2-amine). Reaction conditions: temperature 140 celsius, time 24 hour. The product is FC1=CC=C(C=C1)CN1C(=NC2=C1C=CC=C2)NC2CCN(CC2)CCNC=2SC1=NC=CC=C1N2 (N-[2-[4-[[1-[(4-fluorophenyl)methyl]-1H-benzimidazol-2-yl]amino]-1-piperidinyl]ethyl]thiazolo[5,4-b]pyridin-2-amine). Isolated yield 25.0%. Reaction SMILES: CS[C:3]1[S:4][C:5]2[C:10]([N:11]=1)=[CH:9][CH:8]=[CH:7][N:6]=2.[NH2:12][CH2:13][CH2:14][N:15]1[CH2:20][CH2:19][CH:18]([NH:21][C:22]2[N:26]([CH2:27][C:28]3[CH:33]=[CH:32][C:31]([F:34])=[CH:30][CH:29]=3)[C:25]3[CH:35]=[CH:36][CH:37]=[CH:38][C:24]=3[N:23]=2)[CH2:17][CH2:16]1>>[F:34][C:31]1[CH:32]=[CH:33][C:28]([CH2:27][N:26]2[C:25]3[CH:35]=[CH:36][CH:37]=[CH:38][C:24]=3[N:23]=[C:22]2[NH:21][CH:18]2[CH2:19][CH2:20][N:15]([CH2:14][CH2:13][NH:12][C:3]3[S:4][C:5]4[C:10]([N:11]=3)=[CH:9][CH:8]=[CH:7][N:6]=4)[CH2:16][CH2:17]2)=[CH:29][CH:30]=1. Procedure: A mixture of 2.8 parts of 2-(methylthio)thiazolo[5,4-b]pyridine and 5.5 parts of N-[1-(2-aminoethyl)-4-piperidinyl]-1-[(4-fluorophenyl)methyl]-1H-benzimidazol-2-amine was stirred for 24 hours at 140° C. The reaction mixture was purified by column chromatography over silica gel using a mixture of trichloromethane and methanol, saturated with ammonia, (97:3 by volume) as eluent. The pure fractions were collected and the eluent was evaporated. The residue was crystallized from acetonitrile. The pro... Starting materials: BrC1=CC(NC=C1)=O (4-bromopyridin-2(1H)-one), BrCC(=O)OCC (ethyl bromoacetate). Product: BrC1=CC(N(C=C1)CC(=O)OCC)=O (Ethyl (4-bromo-2-oxopyridin-1(2H)-yl)acetate). RXN SMILES: [Br:1][C:2]1[CH:7]=[CH:6][NH:5][C:4](=[O:8])[CH:3]=1.Br[CH2:10][C:11]([O:13][CH2:14][CH3:15])=[O:12]>>[Br:1][C:2]1[CH:7]=[CH:6][N:5]([CH2:10][C:11]([O:13][CH2:14][CH3:15])=[O:12])[C:4](=[O:8])[CH:3]=1. Procedure details: 5.0 g (28.7 mmol) of 4-bromopyridin-2(1H)-one and 5.3 g (31.6 mmol) of ethyl bromoacetate were reacted according to General Method 4B. Yield: 6.2 g (83% of theory) Reactants: solution, C1(=CC=CC=C1)P(C1=CC=CC=C1)C1=CC=CC=C1 (triphenylphosphine), N(=NC(=O)OCC)C(=O)OCC (diethyl azodicarboxylate), ClC=1C=C(C=CC1)C(CC1=NC=CC=C1)O (1-(3-chlorophenyl)-2-(pyridin-2-yl)ethyl alcohol), solution, C1(C=2C(C(N1)=O)=CC=CC2)=O (phthalimide). The solvent is O1CCCC1 (tetrahydrofuran), O1CCCC1 (tetrahydrofuran), O1CCCC1 (tetrahydrofuran). Run at temperature -30 celsius, time 30 minute. The product is ClC=1C=C(C=CC1)C(CC1=NC=CC=C1)N1C(C=2C(C1=O)=CC=CC2)=O (N-{1-(3-Chlorophenyl)-2-(Pyridin-2-yl)ethyl}phthalimide). RXN SMILES: C1(P(C2C=CC=CC=2)C2C=CC=CC=2)C=CC=CC=1.N(C(OCC)=O)=NC(OCC)=O.[Cl:32][C:33]1[CH:34]=[C:35]([CH:39](O)[CH2:40][C:41]2[CH:46]=[CH:45][CH:44]=[CH:43][N:42]=2)[CH:36]=[CH:37][CH:38]=1.[C:48]1(=[O:58])[NH:52][C:51](=[O:53])[C:50]2=[CH:54][CH:55]=[CH:56][CH:57]=[C:49]12>O1CCCC1>[Cl:32][C:33]1[CH:34]=[C:35]([CH:39]([N:52]2[C:51](=[O:53])[C:50]3=[CH:54][CH:55]=[CH:56][CH:57]=[C:49]3[C:48]2=[O:58])[CH2:40][C:41]2[CH:46]=[CH:45][CH:44]=[CH:43][N:42]=2)[CH:36]=[CH:37][CH:38]=1. Reported procedure: 70 ml of a solution of 16.5 g of triphenylphosphine in tetrahydrofuran was cooled to -50° C., followed by the gradual dropwise addition thereto of 40 ml of a solution of 11.0 g of diethyl azodicarboxylate in tetrahydrofuran. The obtained mixture was stirred at -30° C. for 30 minutes, followed by the dropwise addition thereto of 50 ml of a tetrahydrofuran solution of 13.4 g of the 1-(3-chlorophenyl)-2-(pyridin-2-yl)ethyl alcohol prepared in the Preparative Example 19. The obtained mixture was sti...